From a dataset of the Open Reaction Database (ORD), a public repository of structured organic reaction records. describe an organic reaction: reactants, conditions, products, and yield The reactants are O1C(=CC=C1)C(C(C=C)C)O (1-(2-Furyl)-2-methyl-3-buten-1-ol), C(O)([O-])=O.[Na+] (sodium hydrogen carbonate), polyphosphoric acid. The solvent is CC(=O)C (acetone), O (water). Reaction conditions: time 48 hour. The product is OC1C(C(C=C1)=O)C(C=C)C ((±)-3-hydroxy-2-(1-methyl-2-propenyl)-4-cyclopenten-1-one). Isolated yield 61.0%. RXN SMILES: [O:1]1[CH:5]=[CH:4][CH:3]=[C:2]1[CH:6](O)[CH:7]([CH3:10])[CH:8]=[CH2:9].C(=O)([O-])[OH:13].[Na+]>CC(C)=O.O>[OH:1][CH:5]1[CH:4]=[CH:3][C:2](=[O:13])[CH:6]1[CH:7]([CH3:10])[CH:8]=[CH2:9] |f:1.2|. Procedure details: 1-(2-Furyl)-2-methyl-3-buten-1-ol (122 g, 0.8 mole) was dissolved in a 2:1 mixture (1.2 liter) of acetone and water in a reactor, and polyphosphoric acid (20 g) was then added. Thereafter, reaction was carried out at 50° to 60° C. for about 48 hours with stirring. After completion of the reaction, the reaction solution was cooled and neutralized with addition of a saturated aqueous solution (200 ml) of sodium hydrogen carbonate, followed by extraction with a solvent. The extract was washed with ... Reactants: CCCN1CCC(C#N)(NC(=O)C(O)CC(C)C)CC1, CN1CCOCC1, CN(C)c1ccncc1, O=C(Cl)Oc1ccc([N+](=O)[O-])cc1, ClCCl, NCc1ccccc1. The product is CCCN1CCC(C#N)(NC(=O)C(CC(C)C)OC(=O)NCc2ccccc2)CC1. Reaction SMILES: [C:1](#[N:2])[C:3]1([NH:12][C:13]([CH:14]([CH2:15][CH:16]([CH3:17])[CH3:18])[OH:19])=[O:20])[CH2:4][CH2:5][N:6]([CH2:9][CH2:10][CH3:11])[CH2:7][CH2:8]1.[CH3:34][N:35]1[CH2:36][CH2:37][O:38][CH2:39][CH2:40]1.[CH3:52][N:53]([c:54]1[cH:55][cH:56][n:57][cH:58][cH:59]1)[CH3:60].[Cl:21][C:22](=[O:23])[O:24][c:25]1[cH:26][cH:27][c:28]([N+:29]([O-:30])=[O:31])[cH:32][cH:33]1.[Cl:49][CH2:50][Cl:51].[NH2:41][CH2:42][c:43]1[cH:44][cH:45][cH:46][cH:47][cH:48]1>>[C:1](#[N:2])[C:3]1([NH:12][C:13]([CH:14]([CH2:15][CH:16]([CH3:17])[CH3:18])[O:19][C:22](=[O:23])[NH:41][CH2:42][c:43]2[cH:44][cH:45][cH:46][cH:47][cH:48]2)=[O:20])[CH2:4][CH2:5][N:6]([CH2:9][CH2:10][CH3:11])[CH2:7][CH2:8]1. Starting materials: C1CCOC1, CN, O=C(Cl)c1c(F)cccc1F, COc1ccc2c(c1)CCCC2(N)CO. RXN SMILES: [CH2:29]1[O:30][CH2:31][CH2:32][CH2:33]1.[CH3:16][NH2:17].[F:18][c:19]1[c:20]([C:21](=[O:22])[Cl:23])[c:24]([F:28])[cH:25][cH:26][cH:27]1.[NH2:1][C:2]1([CH2:14][OH:15])[CH2:3][CH2:4][CH2:5][c:6]2[cH:7][c:8]([O:12][CH3:13])[cH:9][cH:10][c:11]21>>[NH:1]([C:2]1([CH2:14][OH:15])[CH2:3][CH2:4][CH2:5][c:6]2[cH:7][c:8]([O:12][CH3:13])[cH:9][cH:10][c:11]21)[C:21]([c:20]1[c:19]([F:18])[cH:27][cH:26][cH:25][c:24]1[F:28])=[O:22]. Yields the product COc1ccc2c(c1)CCCC2(CO)NC(=O)c1c(F)cccc1F. Starting materials: FC1=CC=C(CCN2CCC(CC2)N2CCC3=CC=C(C=C23)Br)C=C1 (1-[1-(4-Fluorophenethyl)piperidin-4-yl]-6-bromoindoline), resultant mixture. As a reaction SMILES: [F:1][C:2]1[CH:25]=[CH:24][C:5]([CH2:6][CH2:7][N:8]2[CH2:13][CH2:12][CH:11]([N:14]3[C:22]4[C:17](=[CH:18][CH:19]=[C:20]([Br:23])[CH:21]=4)[CH2:16][CH2:15]3)[CH2:10][CH2:9]2)=[CH:4][CH:3]=1>C(Cl)(Cl)Cl.[O-2].[O-2].[Mn+4]>[F:1][C:2]1[CH:3]=[CH:4][C:5]([CH2:6][CH2:7][N:8]2[CH2:9][CH2:10][CH:11]([N:14]3[C:22]4[C:17](=[CH:18][CH:19]=[C:20]([Br:23])[CH:21]=4)[CH:16]=[CH:15]3)[CH2:12][CH2:13]2)=[CH:24][CH:25]=1 |f:2.3.4|. The solvent is C(Cl)(Cl)Cl (chloroform). Reported procedure: 1-[1-(4-Fluorophenethyl)piperidin-4-yl]-6-bromoindoline (0.1 g) was dissolved in chloroform (27 ml). After adding manganese dioxide (2.75 g), the resultant mixture was heated under reflux for 4 hr. Then manganese dioxide was filtered off and the filtrate was concentrated under reduced pressure to give the title compound (0.480 g) as a yellow oil (yield: 96.5%). Reagents/catalysts: [O-2].[O-2].[Mn+4] (manganese dioxide). Yield: 482.4%. The product is FC1=CC=C(CCN2CCC(CC2)N2C=CC3=CC=C(C=C23)Br)C=C1 (1-[1-(4-fluorophenethyl)-piperdin-4-yl]-6-bromoindole).